describe an organic reaction: reactants, conditions, products, and yield From a dataset of the Open Reaction Database (ORD), a public repository of structured organic reaction records. Product: COC(=O)C=1NC2=CC(=CC(=C2C1)CCCO)Cl (6-Chloro-4-(3-hydroxypropyl)indole-2-carboxylic acid methyl ester). As a reaction SMILES: [Cl:1][C:2]1[CH:3]=[C:4]([N+:19]([O-])=O)[C:5]([CH2:12][C:13]([C:15]([O:17][CH3:18])=[O:16])=O)=[C:6]([CH2:8][CH2:9][CH2:10][OH:11])[CH:7]=1.O>CC(C)=O>[CH3:18][O:17][C:15]([C:13]1[NH:19][C:4]2[C:5]([CH:12]=1)=[C:6]([CH2:8][CH2:9][CH2:10][OH:11])[CH:7]=[C:2]([Cl:1])[CH:3]=2)=[O:16]. Starting materials: TiCl3, O (water), ClC=1C=C(C(=C(C1)CCCO)CC(=O)C(=O)OC)[N+](=O)[O-] (3-chloro-5-(3-hydroxypropyl)-6-methoxalylmethylnitrobenzene). Procedure details: To a solution of 3-chloro-5-(3-hydroxypropyl)-6-methoxalylmethylnitrobenzene (19.91 g, 0.063 mol) in acetone (300 mL) was added dropwise a mixture of 20% TiCl3 (340 g, 0.441 mol), water (300 mL), and acetone (300 mL) at room temperature over a period of 30 min. The mixture was stirred for 30 min at room temperature and extracted with AcOEt. The extracts were washed with brine, dried over MgSO4 and concentrated. The residue was purified by silica gel column chromatography with 4:1 to 1:2 hexane/t... Reaction conditions: time 30 minute. The yield is 67.5%. The solvent is CC(=O)C (acetone), CC(=O)C (acetone).